Dataset: the Open Reaction Database (ORD), a public repository of structured organic reaction records. Task: describe an organic reaction: reactants, conditions, products, and yield Starting materials: CCOC(C)=O, CCCOc1ccc(F)c2c(=O)c(-c3ccc(OC)cc3)cn(CCCl)c12, [I-], [Na+], CN(C)C=O, O, COC(=O)CCS. Yields the product CCCOc1ccc(F)c2c(=O)c(-c3ccc(OC)cc3)cn(CCSCCC(=O)OC)c12. RXN SMILES: [CH3:42][CH2:43][O:44][C:45](=[O:46])[CH3:47].[Cl:1][CH2:2][CH2:3][n:4]1[cH:5][c:6](-[c:20]2[cH:21][cH:22][c:23]([O:26][CH3:27])[cH:24][cH:25]2)[c:7](=[O:19])[c:8]2[c:9]([F:18])[cH:10][cH:11][c:12]([O:14][CH2:15][CH2:16][CH3:17])[c:13]12.[I-:36].[Na+:35].[O:37]=[CH:38][N:39]([CH3:40])[CH3:41].[OH2:48].[SH:28][CH2:29][CH2:30][C:31](=[O:32])[O:33][CH3:34]>>[CH2:2]([CH2:3][n:4]1[cH:5][c:6](-[c:20]2[cH:21][cH:22][c:23]([O:26][CH3:27])[cH:24][cH:25]2)[c:7](=[O:19])[c:8]2[c:9]([F:18])[cH:10][cH:11][c:12]([O:14][CH2:15][CH2:16][CH3:17])[c:13]12)[S:28][CH2:29][CH2:30][C:31](=[O:32])[O:33][CH3:34]. Starting materials: Br.C1=C(C=CC2=CC=CC=C12)C=1N=C(SC1)N (4-(2-naphthyl)-thiazol-2-ylamine hydrobromide), COC=1C=C(C=CC1OC)S(=O)(=O)Cl (3,4-dimethoxy-benzenesulfonyl chloride), Cl (hydrochloric acid). The solvent is N1=CC=CC=C1 (pyridine). Conditions: time 30 minute. Yields the product COC=1C=C(C=CC1OC)S(=O)(=O)NC=1SC=C(N1)C1=CC2=CC=CC=C2C=C1 (3,4-Dimethoxy-N-(4-naphthalen-2-yl-thiazol-2-yl)-benzenesulfonamide). RXN SMILES: Br.[CH:2]1[C:11]2[C:6](=[CH:7][CH:8]=[CH:9][CH:10]=2)[CH:5]=[CH:4][C:3]=1[C:12]1[N:13]=[C:14]([NH2:17])[S:15][CH:16]=1.[CH3:18][O:19][C:20]1[CH:21]=[C:22]([S:28](Cl)(=[O:30])=[O:29])[CH:23]=[CH:24][C:25]=1[O:26][CH3:27].Cl>N1C=CC=CC=1>[CH3:18][O:19][C:20]1[CH:21]=[C:22]([S:28]([NH:17][C:14]2[S:15][CH:16]=[C:12]([C:3]3[CH:4]=[CH:5][C:6]4[C:11](=[CH:10][CH:9]=[CH:8][CH:7]=4)[CH:2]=3)[N:13]=2)(=[O:29])=[O:30])[CH:23]=[CH:24][C:25]=1[O:26][CH3:27] |f:0.1|. Reported procedure: A mixture of 10 g of 4-(2-naphthyl)-thiazol-2-ylamine hydrobromide with 8.5 g of 3,4-dimethoxy-benzenesulfonyl chloride was stirred for 18 hours with 40 ml of pyridine. The resulting, red colored suspension was poured into 400 ml of 1N hydrochloric acid and the mixture was extracted with ethyl acetate. The organic phase was dried with magnesium sulphate and (sic) concentrated. The residue was dissolved in a mixture of 500 ml of ethanol and 400 ml of 2N sodium hydroxide solution. After the additi... Reactants: ClC1=CC=C(C=C1)CCC(=O)C1=CC=C(C=C1)OC (3-(4-chlorophenyl)-1-(4-methoxyphenyl)-propan-1-one), ClC1=CC=C(C=C1)CC/C(=C/C(=O)OCC)/C1=CC=C(C=C1)OC ((Z)-ethyl 5-(4-chlorophenyl)-3-(4-methoxyphenyl)pent-2-enoate). The product is ClC1=CC=C(C=C1)CC\C(=C/C(=O)OCC)\C1=CC=C(C=C1)OC ((E)-ethyl 5-(4-chlorophenyl)-3-(4-methoxyphenyl)pent-2-enoate). As a reaction SMILES: ClC1C=CC(CCC(C2C=CC(OC)=CC=2)=O)=CC=1.[Cl:20][C:21]1[CH:26]=[CH:25][C:24]([CH2:27][CH2:28]/[C:29](/[C:36]2[CH:41]=[CH:40][C:39]([O:42][CH3:43])=[CH:38][CH:37]=2)=[CH:30]/[C:31]([O:33][CH2:34][CH3:35])=[O:32])=[CH:23][CH:22]=1>>[Cl:20][C:21]1[CH:26]=[CH:25][C:24]([CH2:27][CH2:28]/[C:29](/[C:36]2[CH:37]=[CH:38][C:39]([O:42][CH3:43])=[CH:40][CH:41]=2)=[CH:30]\[C:31]([O:33][CH2:34][CH3:35])=[O:32])=[CH:23][CH:22]=1. Procedure details: By a procedure similar to that of example 1.85.3, starting from 3-(4-chlorophenyl)-1-(4-methoxyphenyl)-propan-1-one, (Z)-ethyl 5-(4-chlorophenyl)-3-(4-methoxyphenyl)pent-2-enoate and (E)-ethyl 5-(4-chlorophenyl)-3-(4-methoxyphenyl)pent-2-enoate were obtained as colourless oils. Starting materials: CNCCNC(=O)OC(C)(C)C, CCOC(C)=O, C(=NC1CCCCC1)=NC1CCCCC1, O=C(Cl)c1ccccc1O, c1c[nH]cn1. Product: CN(CCNC(=O)OC(C)(C)C)C(=O)c1ccccc1O. As a reaction SMILES: [CH3:1][NH:2][CH2:3][CH2:4][NH:5][C:6]([O:7][C:8]([CH3:9])([CH3:10])[CH3:11])=[O:12].[CH3:43][CH2:44][O:45][C:46](=[O:47])[CH3:48].[CH:28]1([N:29]=[C:30]=[N:31][CH:32]2[CH2:33][CH2:34][CH2:35][CH2:36][CH2:37]2)[CH2:38][CH2:39][CH2:40][CH2:41][CH2:42]1.[OH:13][c:14]1[c:15]([C:16](=[O:17])[Cl:18])[cH:19][cH:20][cH:21][cH:22]1.[nH:23]1[cH:24][cH:25][n:26][cH:27]1>>[CH3:1][N:2]([CH2:3][CH2:4][NH:5][C:6]([O:7][C:8]([CH3:9])([CH3:10])[CH3:11])=[O:12])[C:16]([c:15]1[c:14]([OH:13])[cH:22][cH:21][cH:20][cH:19]1)=[O:17]. Yields the product [C@@H]1([C@H](O)[C@H](O)[C@H](O1)CO)N1C(=O)NC=2N=CNC2C1=O (1-(β-D-Ribofuranosyl)xanthine). The yield is 83.8%. Reactants: C(C1=CC=CC=C1)(=O)O[C@H]1[C@@H](O[C@@H]([C@H]1OC(C1=CC=CC=C1)=O)COC(C1=CC=CC=C1)=O)N1C(=O)NC=2N=CNC2C1=O (1-(2′,3′,5′-Tri-O-benzoyl-β-D-ribofuranosyl)xanthine). Reported procedure: A solution of compound 51 (500 mg, 0.84 mmol) in saturated methanolic ammonia (10 mL) was stirred at room temperature for 24 hr, concentrated to dryness, washed with EtOAc several times, and dried to give 52 (200 mg, 84%) as a white solid. Reaction SMILES: C([O:9][C@@H:10]1[C@H:14]([O:15]C(=O)C2C=CC=CC=2)[C@@H:13]([CH2:24][O:25]C(=O)C2C=CC=CC=2)[O:12][C@H:11]1[N:34]1[C:43](=[O:44])[C:42]2[NH:41][CH:40]=[N:39][C:38]=2[NH:37][C:35]1=[O:36])(=O)C1C=CC=CC=1>N>[C@@H:11]1([N:34]2[C:43](=[O:44])[C:42]3[NH:41][CH:40]=[N:39][C:38]=3[NH:37][C:35]2=[O:36])[O:12][C@H:13]([CH2:24][OH:25])[C@@H:14]([OH:15])[C@H:10]1[OH:9]. Solvent: N (ammonia). Reactants: COC(=O)C1(C(=O)OC)CC1, CO, [Na+], [OH-], O. The product is COC(=O)C1(C(=O)O)CC1. As a reaction SMILES: [C:1]1([C:4](=[O:5])[O:6][CH3:7])([C:8](=[O:9])[O:10][CH3:11])[CH2:2][CH2:3]1.[CH3:14][OH:15].[Na+:13].[OH-:12].[OH2:16]>>[C:1]1([C:4](=[O:5])[O:6][CH3:7])([C:8](=[O:9])[OH:10])[CH2:2][CH2:3]1. Starting materials: ClC1=C(C(=O)N[C@@H]2CC[C@H](CC2)CNC2=NC=C(C=C2)C=O)C=C(C=C1)C(F)(F)F (Trans-2-Chloro-N-{-4-[(5-formyl-pyridin-2-ylamino)-methyl]-cyclohexyl}-5-trifluoromethyl-benzamide), Cl.CNC (dimethylamine hydrochloride). The product is Cl.ClC1=C(C(=O)N[C@@H]2CC[C@H](CC2)CNC2=NC=C(C=C2)CN(C)C)C=C(C=C1)C(F)(F)F (Trans-2-Chloro-N-{-4-[(5-dimethylaminomethyl-pyridin-2-ylamino)-methyl]-cyclohexyl}-5-trifluoromethyl-benzamide hydrochloride). Reaction SMILES: [Cl:1][C:2]1[CH:26]=[CH:25][C:24]([C:27]([F:30])([F:29])[F:28])=[CH:23][C:3]=1[C:4]([NH:6][C@H:7]1[CH2:12][CH2:11][C@H:10]([CH2:13][NH:14][C:15]2[CH:20]=[CH:19][C:18]([CH:21]=O)=[CH:17][N:16]=2)[CH2:9][CH2:8]1)=[O:5].Cl.[CH3:32][NH:33][CH3:34]>>[ClH:1].[Cl:1][C:2]1[CH:26]=[CH:25][C:24]([C:27]([F:30])([F:29])[F:28])=[CH:23][C:3]=1[C:4]([NH:6][C@H:7]1[CH2:12][CH2:11][C@H:10]([CH2:13][NH:14][C:15]2[CH:20]=[CH:19][C:18]([CH2:21][N:33]([CH3:34])[CH3:32])=[CH:17][N:16]=2)[CH2:9][CH2:8]1)=[O:5] |f:1.2,3.4|. Reported procedure: The title compound is prepared from Trans-2-Chloro-N-{-4-[(5-formyl-pyridin-2-ylamino)-methyl]-cyclohexyl}-5-trifluoromethyl-benzamide and dimethylamine hydrochloride analogously to Example 1. Reactants: BrC=1C=C(C=CC1)N1C=CC=C1 (1-(3-Bromo-phenyl)-1H-pyrrole), C1(C(CCCC1)N)N (cyclohexane-1,2-diamine), N1N=CC=2C1=NC=NC2N (1H-Pyrazolo[3,4-d]pyrimidin-4-ylamine), P(=O)([O-])([O-])[O-].[K+].[K+].[K+] (potassium phosphate). The reagents and catalysts are [Cu](I)I (copper iodide). Run in C(C)(=O)OCC (Ethyl acetate), CN(C)C=O (DMF). Conditions: temperature 110 celsius, time 24 hour. Yields the product N1(C=CC=C1)C=1C=C(C=CC1)N1N=CC=2C1=NC=NC2N (1-(3-Pyrrol-1-yl-phenyl)-1H-pyrazolo[3,4-d]pyrimidin-4-ylamine). The yield is 5.2%. RXN SMILES: Br[C:2]1[CH:3]=[C:4]([N:8]2[CH:12]=[CH:11][CH:10]=[CH:9]2)[CH:5]=[CH:6][CH:7]=1.C1(N)CCCCC1N.[NH:21]1[C:25]2=[N:26][CH:27]=[N:28][C:29]([NH2:30])=[C:24]2[CH:23]=[N:22]1.P([O-])([O-])([O-])=O.[K+].[K+].[K+]>CN(C=O)C.[Cu](I)I.C(OCC)(=O)C>[N:8]1([C:4]2[CH:3]=[C:2]([N:21]3[C:25]4=[N:26][CH:27]=[N:28][C:29]([NH2:30])=[C:24]4[CH:23]=[N:22]3)[CH:7]=[CH:6][CH:5]=2)[CH:12]=[CH:11][CH:10]=[CH:9]1 |f:3.4.5.6|. Reported procedure: 1-(3-Bromo-phenyl)-1H-pyrrole (0.3 g, 1.0 eq, 1.35 mmol) and cyclohexane-1,2-diamine (0.03 g, 0.2 eq, 0.27 mmol) were added to a pre-stirred mixture of 1H-Pyrazolo[3,4-d]pyrimidin-4-ylamine (0.22 g, 1.2 eq, 1.62 mmol), copper iodide (0.013 g, 0.5 eq, 0.68 mmol) and potassium phosphate (0.6 g, 2.1 eq, 2.84 mmol) in DMF (8 ml) under an inert atmosphere. The reaction mixture was then stirred at 110° C. for 24 hours, and allowed to cool to room temperature. Ethyl acetate (8 ml) was then added to the...